From a dataset of the Open Reaction Database (ORD), a public repository of structured organic reaction records. describe an organic reaction: reactants, conditions, products, and yield Starting materials: N=C(N)NC(=O)c1nc(I)c(N)nc1N, CN(C)P(=O)(N(C)C)N(C)C, [Cl-], N#C[Na]. Product: N=C(N)NC(=O)c1nc(Cl)c(N)nc1N. RXN SMILES: [C:1]([NH2:2])(=[NH:3])[NH:4][C:5](=[O:6])[c:7]1[n:8][c:9]([I:15])[c:10]([NH2:14])[n:11][c:12]1[NH2:13].[CH3:20][N:21]([P:22]([N:23]([CH3:24])[CH3:25])([N:26]([CH3:27])[CH3:28])=[O:29])[CH3:30].[Cl-:16].[Na:17][C:18]#[N:19]>>[C:1]([NH2:2])(=[NH:3])[NH:4][C:5](=[O:6])[c:7]1[n:8][c:9]([Cl:16])[c:10]([NH2:14])[n:11][c:12]1[NH2:13]. Reactants: [H-].[Al+3].[Li+].[H-].[H-].[H-] (lithium aluminum hydride), BrC1=C(SC(=C1)C)C=NO (3-bromo-5-methylthiophene-2-carbaldehyde oxime), [O-]S(=O)(=O)[O-].[Na+].[Na+] (Na2SO4), [OH-].[Na+] (NaOH). Solvent: C(C)OCC (diethyl ether), CCOCC (Et2O), CCOCC (Et2O), O (water), O (water). Reaction conditions: time 4 hour. Product: BrC1=C(SC(=C1)C)CN ((3-Bromo-5-methylthiophen-2-yl)methanamine), CC1=CC=C(S1)CN ((5-methylthiophen-2-yl)methanamine). Yield: 30.0%. Reaction SMILES: [H-].[Al+3].[Li+].[H-].[H-].[H-].[Br:7][C:8]1[CH:12]=[C:11]([CH3:13])[S:10][C:9]=1[CH:14]=[N:15]O.[OH-].[Na+].[O-]S([O-])(=O)=O.[Na+].[Na+]>C(OCC)C.O>[Br:7][C:8]1[CH:12]=[C:11]([CH3:13])[S:10][C:9]=1[CH2:14][NH2:15].[CH3:13][C:11]1[S:10][C:9]([CH2:14][NH2:15])=[CH:8][CH:12]=1 |f:0.1.2.3.4.5,7.8,9.10.11|. Procedure details: To a stirred solution of lithium aluminum hydride in Et2O (1M, 4.1 mL, 4.1 mmol; Aldrich) and diethyl ether (15 mL, Sure Seal, Aldrich) was added drop-wise over 10 min a solution of the 3-bromo-5-methylthiophene-2-carbaldehyde oxime (450 mg, 2.05 mmol) in Et2O (20 mL; Sure Seal, Aldrich) at room temperature and then the mixture stirred at room temperature for 4 h under a nitrogen atmosphere. To the mixture was added drop-wise and carefully with vigorous stirring water (1 mL), 15% NaOH (1 mL) and... Procedure details: A solvent mixture of acetonitrile (12 ml) and water (6 ml) was added to 2.01 g (5.0 mmole) of 7-(2,3,4,5-tetramethoxy-6-methylphenyl)-7-phenylheptanol and 2.51 g (5×3 mmole) of 2,6-pyridinecarboxylic acid, and a cooled solution of 8.22 g (5×3 mmole) of ceric ammonium nitrate in 50% aqueous acetonitrile (16 ml) was added dropwise to the mixture over the 20 minutes period under ice-cooling. After stirring was continued for another 20 minutes under ice-cooling, the insoluble matter was filtered out... Run at time 20 minute. RXN SMILES: O.C[O:3][C:4]1[C:9]([O:10][CH3:11])=[C:8]([O:12][CH3:13])[C:7]([O:14]C)=[C:6]([CH3:16])[C:5]=1[CH:17]([C:25]1[CH:30]=[CH:29][CH:28]=[CH:27][CH:26]=1)[CH2:18][CH2:19][CH2:20][CH2:21][CH2:22][CH2:23][OH:24]>C(#N)C>[CH3:13][O:12][C:8]1[C:7](=[O:14])[C:6]([CH3:16])=[C:5]([CH:17]([C:25]2[CH:26]=[CH:27][CH:28]=[CH:29][CH:30]=2)[CH2:18][CH2:19][CH2:20][CH2:21][CH2:22][CH2:23][OH:24])[C:4](=[O:3])[C:9]=1[O:10][CH3:11]. Yield: 83.8%. The solvent is C(C)#N (acetonitrile), C(C)#N (acetonitrile). The product is COC=1C(C(=C(C(C1OC)=O)C(CCCCCCO)C1=CC=CC=C1)C)=O (7-(5,6-dimethoxy-3-methyl-1,4-benzoquinon-2-yl)-7-phenylheptanol). Reactants: O (water), COC1=C(C(=C(C(=C1OC)OC)OC)C)C(CCCCCCO)C1=CC=CC=C1 (7-(2,3,4,5-tetramethoxy-6-methylphenyl)-7-phenylheptanol), 2,6-pyridinecarboxylic acid, ceric ammonium nitrate. Starting materials: N1CCOCC1 (morpholine), C(C)(=O)NC=1C=C(C=CC1)O (3-acetamido phenol), BrC=1C=C(C=C(C1OC)OC)C=CC=O (3-(3-bromo-4,5-dimethoxy-phenyl)-propenal). Yields the product BrC=1C=C(C=C(C1OC)OC)C1CC(OC2=CC(=CC=C12)NC(C)=O)O (N-[4-(3-Bromo-4,5-dimethoxyphenyl)-2-hydroxy-chroman-7-yl]-acetamide), CO (methanol). Yield: 26.0%. RXN SMILES: [C:1]([NH:4][C:5]1[CH:6]=[C:7]([OH:11])[CH:8]=[CH:9][CH:10]=1)(=[O:3])[CH3:2].[Br:12][C:13]1[CH:14]=[C:15]([CH:23]=[CH:24][CH:25]=[O:26])[CH:16]=[C:17]([O:21][CH3:22])[C:18]=1[O:19][CH3:20].N1CC[O:30][CH2:29]C1>>[Br:12][C:13]1[CH:14]=[C:15]([CH:23]2[C:8]3[C:7](=[CH:6][C:5]([NH:4][C:1](=[O:3])[CH3:2])=[CH:10][CH:9]=3)[O:11][CH:25]([OH:26])[CH2:24]2)[CH:16]=[C:17]([O:21][CH3:22])[C:18]=1[O:19][CH3:20].[CH3:29][OH:30]. Reported procedure: The title compound was prepared following the procedure as in Example 18 from 3-acetamido phenol (13 mg; 0.086 mmol) and 3-(3-bromo-4,5-dimethoxy-phenyl)-propenal (25 mg; 0.09 mmol) using morpholine (15 μl; 0.17 mmol) as a base in reluxing methanol (1 ml) (7 h) (yield: 26%). 1H NMR (acetone-d6): 9.06 (s, 1H), 7.36 and 7.34 (broad s each, 1H), 6.89-7.01 (m, 3H), 6.57-6.62 (overlapping d, J=8.4 Hz; 1H), 6.14 (d, J=6.6 Hz) and 6.11 (d, J=4.1 Hz) (1H), 5.62 (broad s) and 5.48-5.50 (m) (1H), 4.19-4.2... Reactants: CN(C)S(=O)(=O)Cl, CC(=O)c1ccc(N)cc1, c1ccncc1. Yields the product CC(=O)c1ccc(NS(=O)(=O)N(C)C)cc1. As a reaction SMILES: [CH3:1][N:2]([S:3](=[O:4])(=[O:5])[Cl:6])[CH3:7].[NH2:8][c:9]1[cH:10][cH:11][c:12]([C:15]([CH3:16])=[O:17])[cH:13][cH:14]1.[cH:18]1[cH:19][cH:20][n:21][cH:22][cH:23]1>>[CH3:1][N:2]([S:3](=[O:4])(=[O:5])[NH:8][c:9]1[cH:10][cH:11][c:12]([C:15]([CH3:16])=[O:17])[cH:13][cH:14]1)[CH3:7].